Dataset: the Open Reaction Database (ORD), a public repository of structured organic reaction records. Task: describe an organic reaction: reactants, conditions, products, and yield Starting materials: OC1=C(C2=C(C(CO2)=O)C=C1)CN1CCN(CC1)C(=O)OC(C)(C)C (tert-butyl 4-[(6-hydroxy-3-oxo-2,3-dihydrobenzofuran-7-yl)methyl]piperazine-1-carboxylate), C(C)O (ethanol), C1(=CC=CC=C1)P(C1=CC=CC=C1)C1=CC=CC=C1 (triphenylphosphine), solution, N(=NC(=O)OCC)C(=O)OCC (diethyl azodicarboxylate). Run in C1(=CC=CC=C1)C (toluene), C1(=CC=CC=C1)C (toluene). Reaction conditions: temperature 110 celsius, time 5 hour. Product: C(C)OC1=C(C2=C(C(CO2)=O)C=C1)CN1CCN(CC1)C(=O)OC(C)(C)C (tert-butyl 4-[(6-ethoxy-3-oxo-2,3-dihydrobenzofuran-7-yl)methyl]piperazine-1-carboxylate). Isolated yield 18.3%. Reaction SMILES: [OH:1][C:2]1[CH:11]=[CH:10][C:5]2[C:6](=[O:9])[CH2:7][O:8][C:4]=2[C:3]=1[CH2:12][N:13]1[CH2:18][CH2:17][N:16]([C:19]([O:21][C:22]([CH3:25])([CH3:24])[CH3:23])=[O:20])[CH2:15][CH2:14]1.[CH2:26](O)[CH3:27].C1(P(C2C=CC=CC=2)C2C=CC=CC=2)C=CC=CC=1.N(C(OCC)=O)=NC(OCC)=O>C1(C)C=CC=CC=1>[CH2:26]([O:1][C:2]1[CH:11]=[CH:10][C:5]2[C:6](=[O:9])[CH2:7][O:8][C:4]=2[C:3]=1[CH2:12][N:13]1[CH2:14][CH2:15][N:16]([C:19]([O:21][C:22]([CH3:25])([CH3:24])[CH3:23])=[O:20])[CH2:17][CH2:18]1)[CH3:27]. Procedure: A solution of tert-butyl 4-[(6-hydroxy-3-oxo-2,3-dihydrobenzofuran-7-yl)methyl]piperazine-1-carboxylate (0.697 g, 2.00 mmol), ethanol (0.140 mL, 2.40 mmol) and triphenylphosphine (0.787 g, 3.00 mmol) in toluene (8 mL) was added with a 40% solution of diethyl azodicarboxylate in toluene (1.31 g, 3.00 mmol), and the mixture was stirred at 110° C. for 5 hours in a sealed tube. The reaction mixture was concentrated, and the resulting residue was subjected to silica gel column chromatography (chlorof... RXN SMILES: [C:20](=[O:21])([O-:22])[O-:23].[CH2:26]([CH:27]=[CH2:28])[NH2:29].[CH3:1][CH:2]1[N:3]([C:17](=[O:18])[Cl:19])[CH2:4][CH:5]1[O:6][c:7]1[cH:8][c:9]([C:13]([F:14])([F:15])[F:16])[cH:10][cH:11][cH:12]1.[K+:24].[K+:25].[O:30]1[CH2:31][CH2:32][CH2:33][CH2:34]1.[OH2:35]>>[CH3:1][CH:2]1[N:3]([C:17](=[O:18])[NH:29][CH2:26][CH:27]=[CH2:28])[CH2:4][CH:5]1[O:6][c:7]1[cH:8][c:9]([C:13]([F:14])([F:15])[F:16])[cH:10][cH:11][cH:12]1. The product is C=CCNC(=O)N1CC(Oc2cccc(C(F)(F)F)c2)C1C. The reactants are O=C([O-])[O-], C=CCN, CC1C(Oc2cccc(C(F)(F)F)c2)CN1C(=O)Cl, [K+], [K+], C1CCOC1, O. Reactants: CC=1C2=CC=CC=C2C=2C=CC=CC2C1 (9-methylphenanthrene), C1CC(=O)N(C1=O)Br (NBS). The reagents and catalysts are C(C1=CC=CC=C1)(=O)OOC(C1=CC=CC=C1)=O (benzoyl peroxide). The solvent is C1=CC=CC=C1 (benzene). Reaction conditions: temperature 0 celsius. Yields the product BrCC=1C2=CC=CC=C2C=2C=CC=CC2C1 (9-(bromomethyl)phenanthrene). Yield: 89.7%. As a reaction SMILES: [CH3:1][C:2]1[C:3]2[C:8]([C:9]3[CH:10]=[CH:11][CH:12]=[CH:13][C:14]=3[CH:15]=1)=[CH:7][CH:6]=[CH:5][CH:4]=2.C1C(=O)N([Br:23])C(=O)C1>C1C=CC=CC=1.C(OOC(=O)C1C=CC=CC=1)(=O)C1C=CC=CC=1>[Br:23][CH2:1][C:2]1[C:3]2[C:8]([C:9]3[CH:10]=[CH:11][CH:12]=[CH:13][C:14]=3[CH:15]=1)=[CH:7][CH:6]=[CH:5][CH:4]=2. Procedure: A mixture of 9-methylphenanthrene (14.2 g, 74 mmol), benzoyl peroxide (40 mg, 0.16 mmol) and NBS (13.3 g, 74.6 mmol) in 210 mL of benzene was refluxed for 5 h. The reaction mixture was cooled to 0° C. and the succinimide precipitated was removed by filtration. The filtrate was washed by 15% NaOH, dried over MgSO4 and concentrated to yield 18 g of product which was used for the next step without further purification. Reactants: C(=Cc1ccccc1)CN1CCNCC1, CC(C)OCCN(C(=O)CCl)c1ccc(C(=O)Cl)cc1. The product is CC(C)OCCN(C(=O)CCl)c1ccc(C(=O)N2CCN(CC=Cc3ccccc3)CC2)cc1. Reaction SMILES: [CH2:21]([CH:22]=[CH:23][c:24]1[cH:25][cH:26][cH:27][cH:28][cH:29]1)[N:30]1[CH2:31][CH2:32][NH:33][CH2:34][CH2:35]1.[CH:1]([CH3:2])([CH3:3])[O:4][CH2:5][CH2:6][N:7]([C:8]([CH2:9][Cl:10])=[O:11])[c:12]1[cH:13][cH:14][c:15]([C:16](=[O:17])[Cl:18])[cH:19][cH:20]1>>[CH:1]([CH3:2])([CH3:3])[O:4][CH2:5][CH2:6][N:7]([C:8]([CH2:9][Cl:10])=[O:11])[c:12]1[cH:13][cH:14][c:15]([C:16](=[O:17])[N:33]2[CH2:32][CH2:31][N:30]([CH2:21][CH:22]=[CH:23][c:24]3[cH:25][cH:26][cH:27][cH:28][cH:29]3)[CH2:35][CH2:34]2)[cH:19][cH:20]1. Yield: 117.6%. Run in Cl (hydrogen chloride), C(C)(=O)OCC (ethyl acetate). The reactants are C(C)(C)(C)OC(N(C)[C@H](CC1=CC2=CC=CC=C2C=C1)C(N(C)CCC1=C(C=CC=C1)NC(CNC(=O)OCC1C2=CC=CC=C2C=2C=CC=CC12)=O)=O)=O (N-{(1R)-1-[N-(2-{2-[2-((Fluoren-9-ylmethoxycarbonyl)amino)acetylamino]phenyl}ethyl)-N-methylcarbamoyl]-2-(2-naphthyl)ethyl}-N-methylcarbamic acid tert-butyl ester). Procedure details: N-{(1R)-1-[N-(2-{2-[2-((Fluoren-9-ylmethoxycarbonyl)amino)acetylamino]phenyl}ethyl)-N-methylcarbamoyl]-2-(2-naphthyl)ethyl}-N-methylcarbamic acid tert-butyl ester (1.18 g, 1.59 mmol) was dissolved in 3.0 M hydrogen chloride in ethyl acetate (8 ml). The reaction mixture was stirred for 2.25 h at room temperature. The solvent was removed in vacuo. The residue was washed with diethyl ether (3×20 ml) and dried in vacuo to give 1.198 g of crude [(2-{2-[N-methyl-N-((2R)-2-methylamino-3-(2-naphthyl)pro... Product: C1=CC=CC=2C3=CC=CC=C3C(C12)COC(NCC(NC1=C(C=CC=C1)CCN(C([C@@H](CC1=CC2=CC=CC=C2C=C1)NC)=O)C)=O)=O ([(2-{2-[N-methyl-N-((2R)-2-methylamino-3-(2-naphthyl)propionyl)amino]ethyl}phenylcarbamoyl)methyl]carbamic acid (fluoren-9-yl)methyl ester). As a reaction SMILES: C(O[C:6](=O)[N:7]([C@@H:9]([C:21](=[O:54])[N:22]([CH2:24][CH2:25][C:26]1[CH:31]=[CH:30][CH:29]=[CH:28][C:27]=1[NH:32][C:33](=[O:53])[CH2:34][NH:35][C:36]([O:38][CH2:39][CH:40]1[C:52]2[CH:51]=[CH:50][CH:49]=[CH:48][C:47]=2[C:46]2[C:41]1=[CH:42][CH:43]=[CH:44][CH:45]=2)=[O:37])[CH3:23])[CH2:10][C:11]1[CH:20]=[CH:19][C:18]2[C:13](=[CH:14][CH:15]=[CH:16][CH:17]=2)[CH:12]=1)C)(C)(C)C>Cl.C(OCC)(=O)C>[CH:42]1[C:41]2[CH:40]([CH2:39][O:38][C:36](=[O:37])[NH:35][CH2:34][C:33](=[O:53])[NH:32][C:27]3[CH:28]=[CH:29][CH:30]=[CH:31][C:26]=3[CH2:25][CH2:24][N:22]([CH3:23])[C:21](=[O:54])[C@H:9]([NH:7][CH3:6])[CH2:10][C:11]3[CH:20]=[CH:19][C:18]4[C:13](=[CH:14][CH:15]=[CH:16][CH:17]=4)[CH:12]=3)[C:52]3[C:47](=[CH:48][CH:49]=[CH:50][CH:51]=3)[C:46]=2[CH:45]=[CH:44][CH:43]=1. Reaction conditions: time 2.25 hour.